Dataset: the Open Reaction Database (ORD), a public repository of structured organic reaction records. Task: describe an organic reaction: reactants, conditions, products, and yield The product is CCCCOC(=O)NS(=O)(=O)c1sc(CC(C)C)cc1-c1cccc(Cn2ccnc2-c2cccs2)c1. The reactants are O=C([O-])[O-], CCCCOC(=O)Cl, ClCCl, [Na+], [Na+], O, CC(C)Cc1cc(-c2cccc(Cn3ccnc3-c3cccs3)c2)c(S(=O)(=O)NC(C)(C)C)s1. RXN SMILES: [C:35](=[O:36])([O-:37])[O-:38].[Cl:42][C:43](=[O:44])[O:45][CH2:46][CH2:47][CH2:48][CH3:49].[Cl:50][CH2:51][Cl:52].[Na+:39].[Na+:40].[OH2:41].[s:1]1[c:2](-[c:6]2[n:7]([CH2:11][c:12]3[cH:13][c:14](-[c:18]4[c:19]([S:27](=[O:28])(=[O:29])[NH:30][C:31]([CH3:32])([CH3:33])[CH3:34])[s:20][c:21]([CH2:23][CH:24]([CH3:25])[CH3:26])[cH:22]4)[cH:15][cH:16][cH:17]3)[cH:8][cH:9][n:10]2)[cH:3][cH:4][cH:5]1>>[s:1]1[c:2](-[c:6]2[n:7]([CH2:11][c:12]3[cH:13][c:14](-[c:18]4[c:19]([S:27](=[O:28])(=[O:29])[NH:30][C:43](=[O:44])[O:45][CH2:46][CH2:47][CH2:48][CH3:49])[s:20][c:21]([CH2:23][CH:24]([CH3:25])[CH3:26])[cH:22]4)[cH:15][cH:16][cH:17]3)[cH:8][cH:9][n:10]2)[cH:3][cH:4][cH:5]1. The reactants are C(=O)(OC)C(C)N1C(C(CCCCC1)=C)=O (1-(1-carbomethoxyethyl)-3-methyleneperhydroazocin-2-one), C(C)(=S)O (thioacetic acid), C1(=CC=CC=C1)C (Toluene). Yields the product C(=O)(OC)C(C)N1C(C(CCCCC1)CSC(C)=O)=O (1-(1-Carbomethoxyethyl)-3-acetylthiomethylperhydroazocin-2-one). As a reaction SMILES: [C:1]([CH:5]([N:7]1[CH2:14][CH2:13][CH2:12][CH2:11][CH2:10][C:9](=[CH2:15])[C:8]1=[O:16])[CH3:6])([O:3][CH3:4])=[O:2].C1(C)C=CC=CC=1.[C:24]([OH:27])(=[S:26])[CH3:25]>>[C:1]([CH:5]([N:7]1[CH2:14][CH2:13][CH2:12][CH2:11][CH2:10][CH:9]([CH2:15][S:26][C:24](=[O:27])[CH3:25])[C:8]1=[O:16])[CH3:6])([O:3][CH3:4])=[O:2]. Procedure: A solution of 50 mg of 1-(1-carbomethoxyethyl)-3-methyleneperhydroazocin-2-one in thioacetic acid (0.5 ml) is kept at room temperature for 18 hours. Toluene (5 ml) is added and the mixture is concentrated to dryness under reduced pressure. The product is purified by preparative tlc on silica gel (system 5% acetone in chloroform) to yield the title compound (62 mg) as a colorless oil. Starting materials: C[C@@H]1N(CCC1)[C@@H]1CN(CC1)C=1C=C2CCNCC2=CC1 (6-((2S,3′S)-2-methyl-[1,3′]bipyrrolidinyl-1′-yl)-1,2,3,4-tetrahydro-isoquinoline), BrC1=NC=C(C=C1Cl)C(F)(F)F (2-bromo-3-chloro-5-trifluoromethyl-pyridine). Product: ClC=1C(=NC=C(C1)C(F)(F)F)N1CC2=CC=C(C=C2CC1)N1C[C@H](CC1)N1[C@H](CCC1)C (2-(3-Chloro-5-trifluoromethyl-pyridin-2-yl)-6-((2S,3′S)-2-methyl-[1,3′]bipyrrolidinyl-1′-yl)-1,2,3,4-tetrahydro-isoquinoline). RXN SMILES: [CH3:1][C@H:2]1[CH2:6][CH2:5][CH2:4][N:3]1[C@H:7]1[CH2:11][CH2:10][N:9]([C:12]2[CH:13]=[C:14]3[C:19](=[CH:20][CH:21]=2)[CH2:18][NH:17][CH2:16][CH2:15]3)[CH2:8]1.Br[C:23]1[C:28]([Cl:29])=[CH:27][C:26]([C:30]([F:33])([F:32])[F:31])=[CH:25][N:24]=1>>[Cl:29][C:28]1[C:23]([N:17]2[CH2:16][CH2:15][C:14]3[C:19](=[CH:20][CH:21]=[C:12]([N:9]4[CH2:10][CH2:11][C@H:7]([N:3]5[CH2:4][CH2:5][CH2:6][C@@H:2]5[CH3:1])[CH2:8]4)[CH:13]=3)[CH2:18]2)=[N:24][CH:25]=[C:26]([C:30]([F:32])([F:31])[F:33])[CH:27]=1. Procedure details: The title compound was synthesized in substantially the same way as Example 1 by condensation of 6-((2S,3′S)-2-methyl-[1,3′]bipyrrolidinyl-1′-yl)-1,2,3,4-tetrahydro-isoquinoline with 2-bromo-3-chloro-5-trifluoromethyl-pyridine. Reactants: FS(=O)(=O)C(F)(F)C(F)(F)C(F)(F)C(F)(F)OC(F)(C(F)(F)F)C(F)(F)OC (FSO2(CF2)4OCF(CF3)CF2OCH3), O.[OH-].[Li+] (lithium hydroxide monohydrate). Run in O (water). Conditions: temperature 75 celsius. Yields the product S(=O)(=O)(O[Li])C(F)(F)C(F)(F)C(F)(F)C(F)(F)OC(F)(C(F)(F)F)C(F)(F)OC (LiO3S(CF2)4OCF(CF3)CF2OCH3). As a reaction SMILES: F[S:2]([C:5]([C:8]([C:11]([C:14]([O:17][C:18]([C:24]([O:27][CH3:28])([F:26])[F:25])([C:20]([F:23])([F:22])[F:21])[F:19])([F:16])[F:15])([F:13])[F:12])([F:10])[F:9])([F:7])[F:6])(=[O:4])=[O:3].[OH2:29].[OH-].[Li+:31]>O>[S:2]([C:5]([C:8]([C:11]([C:14]([O:17][C:18]([C:24]([O:27][CH3:28])([F:26])[F:25])([C:20]([F:23])([F:22])[F:21])[F:19])([F:16])[F:15])([F:13])[F:12])([F:10])[F:9])([F:7])[F:6])([O:29][Li:31])(=[O:4])=[O:3] |f:1.2.3|. Procedure details: A 250 mL round bottom flask was charged with FSO2(CF2)4OCF(CF3)CF2OCH3 (23.3 g, 0.048 mole) deionized water (150 g) and lithium hydroxide monohydrate (4.08 g, 0.097 mole). The resulting mixture was heated at 75° C. for about 18 hours, filtered and the aqueous solution treated with 48% aqueous HF until slightly acidic to pH paper. Water was removed using a rotary evaporator. The solid residue was treated with ethyl alcohol (about 200 mL; contained ˜5% isopropyl alcohol) and this mixture heated to... Solvent: O1CCCC1 (tetrahydrofuran), CO (methanol), C(C)(=O)OCC (ethyl acetate). RXN SMILES: [NH2:1][C:2]1[N:21]=[C:20]2[CH:22]=[C:4]([C:5]3[CH:28]=[C:9]([C:10](=[O:27])[NH:11][C@H:12]([C:24](O)=[O:25])[CH2:13][CH2:14][NH:15][C:16](=[O:23])[CH2:17][CH2:18][S:19]2)[C:8]([CH3:29])=[CH:7][C:6]=3[CH3:30])[N:3]=1.C(OC(Cl)=O)C(C)C.CN1CCOCC1.[BH4-].[Na+]>O1CCCC1.CO.C(OCC)(=O)C>[NH2:1][C:2]1[N:21]=[C:20]2[CH:22]=[C:4]([C:5]3[CH:28]=[C:9]([C:10](=[O:27])[NH:11][C@H:12]([CH2:24][OH:25])[CH2:13][CH2:14][NH:15][C:16](=[O:23])[CH2:17][CH2:18][S:19]2)[C:8]([CH3:29])=[CH:7][C:6]=3[CH3:30])[N:3]=1 |f:3.4|. Reaction conditions: time 1 hour. The reactants are NC1=NC=2C3=C(C=C(C(C(N[C@@H](CCNC(CCSC(=N1)C2)=O)C(=O)O)=O)=C3)C)C ((S)-4-amino-18,20-dimethyl-10,16-dioxo-7-thia-3,5,11,15-tetraazatricyclo[15.3.1.12,6]docosa-1(20),2(22),3,5,17(21),18-hexaene-14-carboxylic acid), [BH4-].[Na+] (sodium borohydride), C(C(C)C)OC(=O)Cl (Isobutylchloroformate), CN1CCOCC1 (N-methylmorpholine). Yields the product NC1=NC=2C3=C(C=C(C(C(N[C@@H](CCNC(CCSC(=N1)C2)=O)CO)=O)=C3)C)C ((S)-4-amino-14-hydroxymethyl-18,20-dimethyl-7-thia-3,5,11,15-tetraazatricyclo[15.3.1.12,6]docosa-1(20),2(22),3,5,17(21),18-hexaene-10,16-dione). Procedure details: (S)-4-Amino-18,20-dimethyl-10,16-dioxo-7-thia-3,5,11,15-tetraazatricyclo[15.3.1.12,6]docosa-1(20),2(22),3,5,17(21),18-hexaene-14-carboxylic acid (550 mg, 1.28 mmol) obtained in Example 2-13 was dissolved in a mixture of tetrahydrofuran (13 ml) and methanol (1.5 ml). Isobutylchloroformate (250 μl, 1.92 mmol) and N-methylmorpholine (141 μl, 1.28 mmol) were added to the solution at room temperature. After stirring at room temperature for one hour, the mixture was cooled to 0° C. and an aqueous solu... Isolated yield 38.5%. The reactants are COc1ccc2c(c1)Sc1ccc(C(C)C(N)=O)cc1C(=O)C2, CCO, [K+], [OH-], O. The product is COc1ccc2c(c1)Sc1ccc(C(C)C(=O)O)cc1C(=O)C2. RXN SMILES: [CH3:1][O:2][c:3]1[cH:4][c:5]2[c:6]([cH:22][cH:23]1)[CH2:7][C:8](=[O:21])[c:9]1[c:10]([cH:12][cH:13][c:14]([CH:16]([C:17](=[O:18])[NH2:19])[CH3:20])[cH:15]1)[S:11]2.[CH3:24][CH2:25][OH:26].[K+:28].[OH-:27].[OH2:29]>>[CH3:1][O:2][c:3]1[cH:4][c:5]2[c:6]([cH:22][cH:23]1)[CH2:7][C:8](=[O:21])[c:9]1[c:10]([cH:12][cH:13][c:14]([CH:16]([C:17](=[O:18])[OH:26])[CH3:20])[cH:15]1)[S:11]2. The reactants are CC(C)(C)OC(=O)CCc1ccc(OCCCOc2ccc(C(=O)c3ccccc3)cc2)cc1COC(=O)NC1CCCCC1, ClCCl, O=C(O)C(F)(F)F. Product: O=C(O)CCc1ccc(OCCCOc2ccc(C(=O)c3ccccc3)cc2)cc1COC(=O)NC1CCCCC1. Reaction SMILES: [C:8]([CH3:9])([CH3:10])([CH3:11])[O:12][C:13]([CH2:14][CH2:15][c:16]1[c:17]([CH2:41][O:42][C:43]([NH:44][CH:45]2[CH2:46][CH2:47][CH2:48][CH2:49][CH2:50]2)=[O:51])[cH:18][c:19]([O:22][CH2:23][CH2:24][CH2:25][O:26][c:27]2[cH:28][cH:29][c:30]([C:33]([c:34]3[cH:35][cH:36][cH:37][cH:38][cH:39]3)=[O:40])[cH:31][cH:32]2)[cH:20][cH:21]1)=[O:52].[Cl:53][CH2:54][Cl:55].[OH:1][C:2]([C:3]([F:4])([F:5])[F:6])=[O:7]>>[O:12]=[C:13]([CH2:14][CH2:15][c:16]1[c:17]([CH2:41][O:42][C:43]([NH:44][CH:45]2[CH2:46][CH2:47][CH2:48][CH2:49][CH2:50]2)=[O:51])[cH:18][c:19]([O:22][CH2:23][CH2:24][CH2:25][O:26][c:27]2[cH:28][cH:29][c:30]([C:33]([c:34]3[cH:35][cH:36][cH:37][cH:38][cH:39]3)=[O:40])[cH:31][cH:32]2)[cH:20][cH:21]1)[OH:52].